Dataset: the Open Reaction Database (ORD), a public repository of structured organic reaction records. Task: describe an organic reaction: reactants, conditions, products, and yield Reactants: CCOC(=O)CN, CC#N, CCN(C(C)C)C(C)C, Cl, O=[N+]([O-])c1ccc(F)cc1F. Product: CCOC(=O)CNc1cc(F)ccc1[N+](=O)[O-]. Reaction SMILES: [CH2:13]([CH3:14])[O:15][C:16]([CH2:17][NH2:18])=[O:19].[CH3:29][C:30]#[N:31].[CH:20]([N:21]([CH:22]([CH3:23])[CH3:24])[CH2:25][CH3:26])([CH3:27])[CH3:28].[ClH:12].[F:1][c:2]1[c:3]([N+:9](=[O:10])[O-:11])[cH:4][cH:5][c:6]([F:8])[cH:7]1>>[c:2]1([NH:18][CH2:17][C:16]([O:15][CH2:13][CH3:14])=[O:19])[c:3]([N+:9](=[O:10])[O-:11])[cH:4][cH:5][c:6]([F:8])[cH:7]1. The reactants are C1(=CC=CC=C1)O (Phenol), C[O-].[Na+] (sodium methoxide), C(C)(C)(C)OC(=O)N1[C@@H](CCC1)C1CO1 ((2S)-1-(t-butoxycarbonyl)-2-(1,2-epoxyethyl)pyrrolidine). Solvent: CO (methanol). Conditions: time 16 hour. The product is C(C)(C)(C)OC(=O)N1[C@@H](CCC1)C(COC1=CC=CC=C1)O ((2S)-1-(t-butoxycarbonyl)-2-(1-hydroxy-2-phenoxyethyl)-pyrrolidine). Yield: 50.9%. RXN SMILES: [C:1]1([OH:7])[CH:6]=[CH:5][CH:4]=[CH:3][CH:2]=1.C[O-].[Na+].[C:11]([O:15][C:16]([N:18]1[CH2:22][CH2:21][CH2:20][C@H:19]1[CH:23]1[O:25][CH2:24]1)=[O:17])([CH3:14])([CH3:13])[CH3:12]>CO>[C:11]([O:15][C:16]([N:18]1[CH2:22][CH2:21][CH2:20][C@H:19]1[CH:23]([OH:25])[CH2:24][O:7][C:1]1[CH:6]=[CH:5][CH:4]=[CH:3][CH:2]=1)=[O:17])([CH3:14])([CH3:13])[CH3:12] |f:1.2|. Procedure details: Phenol (1.50 g) and sodium methoxide (380 mg) were added to (2S)-1-(t-butoxycarbonyl)-2-(1,2-epoxyethyl)pyrrolidine (1.50 g) as obtained in Example 1-A) in methanol (30 ml ), followed by 16 hour' stirring under reflux. The reaction mixture was concentrated and the residue was dissolved in ether. The solution was washed with 1N hydrochloric acid, a saturated aqueous solution of sodium bicarbonate and saturated brine in order, and dried over magnesium sulfate, followed by concentration. The residu... Reactants: O=C(O)CNC(=O)OCc1ccccc1, C1CCOC1, CC(C)C1NCC(=O)N1, C(=NC1CCCCC1)=NC1CCCCC1. Product: CC(C)C1NC(=O)CN1C(=O)CNC(=O)OCc1ccccc1. Reaction SMILES: [CH2:1]([c:2]1[cH:3][cH:4][cH:5][cH:6][cH:7]1)[O:8][C:9](=[O:10])[NH:11][CH2:12][C:13](=[O:14])[OH:15].[CH2:40]1[O:41][CH2:42][CH2:43][CH2:44]1.[CH:16]([CH3:17])([CH3:18])[CH:19]1[NH:20][CH2:21][C:22](=[O:24])[NH:23]1.[CH:25]1([N:26]=[C:27]=[N:28][CH:29]2[CH2:30][CH2:31][CH2:32][CH2:33][CH2:34]2)[CH2:35][CH2:36][CH2:37][CH2:38][CH2:39]1>>[CH2:1]([c:2]1[cH:3][cH:4][cH:5][cH:6][cH:7]1)[O:8][C:9](=[O:10])[NH:11][CH2:12][C:13](=[O:15])[N:20]1[CH:19]([CH:16]([CH3:17])[CH3:18])[NH:23][C:22](=[O:24])[CH2:21]1. The reactants are CO, Cl, NO, N#Cc1ccc(O)cc1. Product: N=C(NO)c1ccc(O)cc1. As a reaction SMILES: [CH3:13][OH:14].[ClH:1].[NH2:2][OH:3].[OH:4][c:5]1[cH:6][cH:7][c:8]([C:11]#[N:12])[cH:9][cH:10]1>>[NH:2]([OH:3])[C:11]([c:8]1[cH:7][cH:6][c:5]([OH:4])[cH:10][cH:9]1)=[NH:12].